From a dataset of the Open Reaction Database (ORD), a public repository of structured organic reaction records. describe an organic reaction: reactants, conditions, products, and yield Reaction SMILES: [CH2:1]([c:2]1[cH:3][cH:4][cH:5][cH:6][cH:7]1)[O:8][C:9]([CH:10]([C:11](=[O:12])[O:13][CH2:14][c:15]1[cH:16][cH:17][cH:18][cH:19][cH:20]1)[CH2:21][CH2:22][S:23][c:24]1[cH:25][cH:26][cH:27][cH:28][cH:29]1)=[O:30].[Na+:32].[O:33]1[CH2:34][CH2:35][O:36][CH2:37][CH2:38]1.[OH-:31]>>[CH2:1]([c:2]1[cH:3][cH:4][cH:5][cH:6][cH:7]1)[O:8][C:9]([CH:10]([C:11](=[O:12])[OH:13])[CH2:21][CH2:22][S:23][c:24]1[cH:25][cH:26][cH:27][cH:28][cH:29]1)=[O:30]. Product: O=C(O)C(CCSc1ccccc1)C(=O)OCc1ccccc1. Starting materials: O=C(OCc1ccccc1)C(CCSc1ccccc1)C(=O)OCc1ccccc1, [Na+], C1COCCO1, [OH-]. As a reaction SMILES: Cl[C:2]1[C:11]2[C:6](=[CH:7][CH:8]=[CH:9][CH:10]=2)[N:5]=[C:4]([C:12]2[CH:17]=[CH:16][CH:15]=[CH:14][C:13]=2[F:18])[N:3]=1.[NH:19]1[C:27]2[CH:26]=[CH:25][N:24]=[CH:23][C:22]=2[CH:21]=[CH:20]1.C(=O)([O-])[O-].[Cs+].[Cs+]>CN(C)C=O>[F:18][C:13]1[CH:14]=[CH:15][CH:16]=[CH:17][C:12]=1[C:4]1[N:3]=[C:2]([N:19]2[C:27]3[CH:26]=[CH:25][N:24]=[CH:23][C:22]=3[CH:21]=[CH:20]2)[C:11]2[C:6](=[CH:7][CH:8]=[CH:9][CH:10]=2)[N:5]=1 |f:2.3.4|. Reaction conditions: temperature 100 celsius. Reported procedure: 4-Chloro-2-(2-fluoro-phenyl)-quinazoline from Step C (0.1 g, 0.38 mmol) was dissolved in N,N-dimethylformamide (1 ml) and to it was added 1H-pyrrolo[3,2-c]pyridine (0.046 g, 0.38 mmol) followed by cesium carbonate (0.134 g, 0.41 mmol). The mixture was magnetically stirred and heated to 100° C. for 0.5 hr. The solvent was removed and title compound was obtained pure after column purification on a HPLC reverse phase column, using a water and acetonitrile gradient containing 0.1% trifluoroacetic ac... Reactants: N1C=CC=2C=NC=CC21 (1H-pyrrolo[3,2-c]pyridine), ClC1=NC(=NC2=CC=CC=C12)C1=C(C=CC=C1)F (4-Chloro-2-(2-fluoro-phenyl)-quinazoline), C([O-])([O-])=O.[Cs+].[Cs+] (cesium carbonate). Product: FC1=C(C=CC=C1)C1=NC2=CC=CC=C2C(=N1)N1C=CC=2C=NC=CC21 (2-(2-Fluoro-phenyl)-4-pyrrolo[3,2-c]pyridin-1-yl-quinazoline). The solvent is CN(C=O)C (N,N-dimethylformamide).